Dataset: the Open Reaction Database (ORD), a public repository of structured organic reaction records. Task: describe an organic reaction: reactants, conditions, products, and yield The reactants are ClC(=O)OC1=CC=CC=C1 (phenyl chloroformate), C(C)(C)C1=NOC(=C1)N (3-isopropylisoxazole-5-amine), C([O-])([O-])=O.[K+].[K+] (potassium carbonate), ClC(=O)OC1=CC=CC=C1 (phenyl chloroformate). The solvent is O1CCCC1 (tetrahydrofuran). Conditions: time 3.5 hour. Product: C(C)(C)C1=NOC(=C1)NC(OC1=CC=CC=C1)=O (phenyl 3-isopropylisoxazol-5-ylcarbamate). Yield: 67.7%. RXN SMILES: [CH:1]([C:4]1[CH:8]=[C:7]([NH2:9])[O:6][N:5]=1)([CH3:3])[CH3:2].C(=O)([O-])[O-].[K+].[K+].Cl[C:17]([O:19][C:20]1[CH:25]=[CH:24][CH:23]=[CH:22][CH:21]=1)=[O:18]>O1CCCC1>[CH:1]([C:4]1[CH:8]=[C:7]([NH:9][C:17](=[O:18])[O:19][C:20]2[CH:25]=[CH:24][CH:23]=[CH:22][CH:21]=2)[O:6][N:5]=1)([CH3:3])[CH3:2] |f:1.2.3|. Reported procedure: To a stirred mixture of 3-isopropylisoxazole-5-amine (250 mg, 1.98 mmol) and potassium carbonate (634 mg, 4.59 mmol) in dry tetrahydrofuran (6 mL) was added phenyl chloroformate (341 mg, 2.18 mmol). The reaction mixture was stirred at room temperature for 3.5 h, then additional phenyl chloroformate (341 mg, 2.18 mmol) was added and stirring was continued for a further 15 h. The resulting mixture was partitioned between water (50 mL) and dichloromethane (50 mL). The organic layer was separated, w... Reactants: [Al+3], CCOC(=O)CC(c1ccc(OCc2ccccc2)cc1)N(C)C(=O)OC(C)(C)C, [H-], [H-], [H-], [H-], [Li+], [Mg+2], [Na+], O=S(=O)([O-])[O-], C1CCOC1, [OH-], O. Product: CN(C(=O)OC(C)(C)C)C(CCO)c1ccc(OCc2ccccc2)cc1. RXN SMILES: [Al+3:2].[CH2:7]([c:8]1[cH:9][cH:10][cH:11][cH:12][cH:13]1)[O:14][c:15]1[cH:16][cH:17][c:18]([CH:21]([CH2:22][C:23](=[O:24])[O:25][CH2:26][CH3:27])[N:28]([CH3:29])[C:30](=[O:31])[O:32][C:33]([CH3:34])([CH3:35])[CH3:36])[cH:19][cH:20]1.[H-:1].[H-:4].[H-:5].[H-:6].[Li+:3].[Mg+2:39].[Na+:38].[O-:40][S:41](=[O:42])(=[O:43])[O-:44].[O:45]1[CH2:46][CH2:47][CH2:48][CH2:49]1.[OH-:37].[OH2:50]>>[CH2:7]([c:8]1[cH:9][cH:10][cH:11][cH:12][cH:13]1)[O:14][c:15]1[cH:16][cH:17][c:18]([CH:21]([CH2:22][CH2:23][OH:24])[N:28]([CH3:29])[C:30](=[O:31])[O:32][C:33]([CH3:34])([CH3:35])[CH3:36])[cH:19][cH:20]1. The reactants are CO, O=C(O)c1ccc(OC(F)(F)F)c([N+](=O)[O-])c1. Yields the product Nc1cc(C(=O)O)ccc1OC(F)(F)F. RXN SMILES: [CH3:18][OH:19].[N+:1]([O-:2])(=[O:3])[c:4]1[cH:5][c:6]([C:7](=[O:8])[OH:9])[cH:10][cH:11][c:12]1[O:13][C:14]([F:15])([F:16])[F:17]>>[NH2:1][c:4]1[cH:5][c:6]([C:7](=[O:8])[OH:9])[cH:10][cH:11][c:12]1[O:13][C:14]([F:15])([F:16])[F:17]. The reactants are C(C1=CC=CC=C1)OC(=O)NC1=C(C(=O)O)C=CC(=C1)Cl (2-benzyloxycarbonylamino-4-chlorobenzoic acid), P(Br)(Br)Br (phosphorus tribromide). Solvent: C(C)OCC (diethyl ether). Conditions: time 5 day. Yields the product ClC1=CC2=C(C(OC(N2)=O)=O)C=C1 (7-chloro-2H-3,1-benzoxazine-2,4(1H)-dione). Yield: 91.9%. As a reaction SMILES: C([O:8][C:9]([NH:11][C:12]1[CH:20]=[C:19]([Cl:21])[CH:18]=[CH:17][C:13]=1[C:14]([OH:16])=[O:15])=O)C1C=CC=CC=1.P(Br)(Br)Br>C(OCC)C>[Cl:21][C:19]1[CH:18]=[CH:17][C:13]2[C:14](=[O:16])[O:15][C:9](=[O:8])[NH:11][C:12]=2[CH:20]=1. Procedure details: A mixture of 2-benzyloxycarbonylamino-4-chlorobenzoic acid (564 g) and phosphorus tribromide (1.5 kg) in diethyl ether (9 l) was refluxed for 40 hours and allowed to stand at room temperature for 5 days. The resulting precipitates were collected by filtration and washed in turn with diethyl ether (5 l) and ethanol (3 l) to give 7-chloro-2H-3,1-benzoxazine-2,4(1H)-dione (335 g). Starting materials: ClC1=CC=C(C=C1)C1=NC2=CC=CC=C2C(=C1)O (2-(4-chlorophenyl)-4-quinolinol), P(=O)(Cl)(Cl)Cl (phosphorus oxychloride), [OH-].[Na+] (sodium hydroxide). The solvent is ice water. Product: ClC1=CC(=NC2=CC=CC=C12)C1=CC=C(C=C1)Cl (4-chloro-2(4-chlorophenyl)quinoline). As a reaction SMILES: [Cl:1][C:2]1[CH:7]=[CH:6][C:5]([C:8]2[CH:17]=[C:16](O)[C:15]3[C:10](=[CH:11][CH:12]=[CH:13][CH:14]=3)[N:9]=2)=[CH:4][CH:3]=1.P(Cl)(Cl)([Cl:21])=O.[OH-].[Na+]>>[Cl:21][C:16]1[C:15]2[C:10](=[CH:11][CH:12]=[CH:13][CH:14]=2)[N:9]=[C:8]([C:5]2[CH:6]=[CH:7][C:2]([Cl:1])=[CH:3][CH:4]=2)[CH:17]=1 |f:2.3|. Reported procedure: A mixture of 21.6 g of 2-(4-chlorophenyl)-4-quinolinol and 46 ml of phosphorus oxychloride was heated under reflux for 45 min., cooled to room temperature, and poured carefully onto 750 ml of ice water. This mixture was neutralized with 146 ml of 50% sodium hydroxide and extracted with 600 ml of methylene chloride in three portions. The extracts were combined, filtered through 15 g of Florisil, and concentrated in vacuo to leave 19.35 g of the above-named compound. Run at time 16 hour. Procedure: To 2-methoxy-5-(2-piperazin-1-yl-phenyl)-pyrimidine (7.4 g, 27.37 mmol) dissolved in dichloromethane (100 mL) is added pyrrolo[2,3-b]pyridin-1-yl-acetic acid (4.82 g, 27.37 mmol), TBTU (8.79 g, 27.37 mmol), and DIPEA (14.66 mL, 82.12 mmol). The reaction is stirred for 16 h at ambient temperature. The product is purified on a 100 g Biotage SNAP column with 40% EtOAc in hexanes to provide the title compound (8.3 g, 19.37 mmol, 71% yield). Yield: 70.8%. The reactants are N1(C=CC=2C1=NC=CC2)CC(=O)O (pyrrolo[2,3-b]pyridin-1-yl-acetic acid), CN(C)C(=[N+](C)C)ON1C2=C(C=CC=C2)N=N1.[B-](F)(F)(F)F (TBTU), CCN(C(C)C)C(C)C (DIPEA), COC1=NC=C(C=N1)C1=C(C=CC=C1)N1CCNCC1 (2-methoxy-5-(2-piperazin-1-yl-phenyl)-pyrimidine). Run in ClCCl (dichloromethane). RXN SMILES: [CH3:1][O:2][C:3]1[N:8]=[CH:7][C:6]([C:9]2[CH:14]=[CH:13][CH:12]=[CH:11][C:10]=2[N:15]2[CH2:20][CH2:19][NH:18][CH2:17][CH2:16]2)=[CH:5][N:4]=1.[N:21]1([CH2:30][C:31](O)=[O:32])[C:25]2=[N:26][CH:27]=[CH:28][CH:29]=[C:24]2[CH:23]=[CH:22]1.CN(C(ON1N=NC2C=CC=CC1=2)=[N+](C)C)C.[B-](F)(F)(F)F.CCN(C(C)C)C(C)C>ClCCl>[CH3:1][O:2][C:3]1[N:4]=[CH:5][C:6]([C:9]2[CH:14]=[CH:13][CH:12]=[CH:11][C:10]=2[N:15]2[CH2:20][CH2:19][N:18]([C:31](=[O:32])[CH2:30][N:21]3[C:25]4=[N:26][CH:27]=[CH:28][CH:29]=[C:24]4[CH:23]=[CH:22]3)[CH2:17][CH2:16]2)=[CH:7][N:8]=1 |f:2.3|. Yields the product COC1=NC=C(C=N1)C1=C(C=CC=C1)N1CCN(CC1)C(CN1C=CC=2C1=NC=CC2)=O (1-{4-[2-(2-Methoxy-pyrimidin-5-yl)-phenyl]-piperazin-1-yl}-2-pyrrolo[2,3-b]pyridin-1-yl-ethanone).